This data is from the Open Reaction Database (ORD), a public repository of structured organic reaction records. The task is: describe an organic reaction: reactants, conditions, products, and yield Starting materials: O=Cc1ccc(Br)cc1[N+](=O)[O-], CC(=O)O, CCO, [Fe]. Product: Nc1cc(Br)ccc1C=O. Reaction SMILES: [Br:1][c:2]1[cH:3][c:4]([N+:10]([O-:11])=[O:12])[c:5]([CH:6]=[O:7])[cH:8][cH:9]1.[CH3:13][C:14](=[O:15])[OH:16].[CH3:17][CH2:18][OH:19].[Fe:20]>>[Br:1][c:2]1[cH:3][c:4]([NH2:10])[c:5]([CH:6]=[O:7])[cH:8][cH:9]1.